From a dataset of the Open Reaction Database (ORD), a public repository of structured organic reaction records. describe an organic reaction: reactants, conditions, products, and yield The product is NC(=O)NN(C1=CC(=CC=C1)CCC)CC(=O)OC (Methyl [2-(aminocarbonyl)-1-(3-propylphenyl)hydrazino]acetate). Isolated yield 46.0%. Reported procedure: The hydrazine (Intermediate 33; 910 mg, 4.1 mmol) was dissolved in dry toluene (30 ml) under nitrogen at room temperature. Sodium cyanate (880 mg, 13.5 mmol) was added to the reaction mixture, followed by trifluoroacetic acid (0.95 ml, 12.3 mmol). The reaction was stirred at room temperature for 3 h, then poured into sodium bicarbonate solution (30 ml, 8%) and extracted with ethyl acetate (3×75 ml). The combined dried (Na2SO4), organic phases were concentrated in vacuo to give a yellow oil. The ... The solvent is C1(=CC=CC=C1)C (toluene). Run at time 3 hour. The reactants are FC(C(=O)O)(F)F (trifluoroacetic acid), C([O-])(O)=O.[Na+] (sodium bicarbonate), NN (hydrazine), C(CC)C=1C=C(C=CC1)N(N)CC(=O)OC (Methyl [1-(3-propylphenyl)hydrazino]acetate), [O-]C#N.[Na+] (Sodium cyanate). Reaction SMILES: NN.[CH2:3]([C:6]1[CH:7]=[C:8]([N:12]([CH2:14][C:15]([O:17][CH3:18])=[O:16])[NH2:13])[CH:9]=[CH:10][CH:11]=1)[CH2:4][CH3:5].[O-:19][C:20]#[N:21].[Na+].FC(F)(F)C(O)=O.C(=O)(O)[O-].[Na+]>C1(C)C=CC=CC=1>[NH2:21][C:20]([NH:13][N:12]([CH2:14][C:15]([O:17][CH3:18])=[O:16])[C:8]1[CH:9]=[CH:10][CH:11]=[C:6]([CH2:3][CH2:4][CH3:5])[CH:7]=1)=[O:19] |f:2.3,5.6|. Reactants: CNCCNC, Cc1ccccc1, CCOC(C)=O, [Cu]I, CN(C)CC1CCCC1c1c[nH]c2ccc(I)cc12, N#C[Na]. Product: CN(C)CC1CCCC1c1c[nH]c2ccc(C#N)cc12. As a reaction SMILES: [CH3:1][NH:2][CH2:3][CH2:4][NH:5][CH3:6].[CH3:29][c:30]1[cH:31][cH:32][cH:33][cH:34][cH:35]1.[CH3:36][CH2:37][O:38][C:39](=[O:40])[CH3:41].[Cu:42][I:43].[I:7][c:8]1[cH:9][c:10]2[c:11]([CH:17]3[CH:18]([CH2:22][N:23]([CH3:24])[CH3:25])[CH2:19][CH2:20][CH2:21]3)[cH:12][nH:13][c:14]2[cH:15][cH:16]1.[Na:26][C:27]#[N:28]>>[C:1](#[N:2])[c:8]1[cH:9][c:10]2[c:11]([CH:17]3[CH:18]([CH2:22][N:23]([CH3:24])[CH3:25])[CH2:19][CH2:20][CH2:21]3)[cH:12][nH:13][c:14]2[cH:15][cH:16]1. Reactants: ClC1=CC=C2C=CC(=NC2=N1)N1C(C2=CC=CC=C2C1OC(=O)N1CCNCC1)=O (2-(7-chloro-1,8-naphthyridin-2-yl)-3-(piperazin-1-yl)carbonyloxy-isoindolin-1-one), C1(CCCCC1)N=C=NC1CCCCC1 (N,N'-dicyclohexylcarbodiimide), C1(CCCCC1)C(=O)O (cyclohexylcarboxylic acid). Solvent: C(Cl)Cl (methylene chloride). Yields the product ClC1=CC=C2C=CC(=NC2=N1)N1C(C2=CC=CC=C2C1OC(=O)N1CCN(CC1)C(=O)C1CCCCC1)=O (2-(7-Chloro-1,8-naphthyridin-2-yl)-3-(4-cyclohexylcarbonylpiperazin-1-yl)carbonyloxy-isoindolin-1-one). The yield is 69.4%. As a reaction SMILES: [Cl:1][C:2]1[N:11]=[C:10]2[C:5]([CH:6]=[CH:7][C:8]([N:12]3[CH:20]([O:21][C:22]([N:24]4[CH2:29][CH2:28][NH:27][CH2:26][CH2:25]4)=[O:23])[C:19]4[C:14](=[CH:15][CH:16]=[CH:17][CH:18]=4)[C:13]3=[O:30])=[N:9]2)=[CH:4][CH:3]=1.C1(N=C=NC2CCCCC2)CCCCC1.[CH:46]1([C:52](O)=[O:53])[CH2:51][CH2:50][CH2:49][CH2:48][CH2:47]1>C(Cl)Cl>[Cl:1][C:2]1[N:11]=[C:10]2[C:5]([CH:6]=[CH:7][C:8]([N:12]3[CH:20]([O:21][C:22]([N:24]4[CH2:25][CH2:26][N:27]([C:52]([CH:46]5[CH2:51][CH2:50][CH2:49][CH2:48][CH2:47]5)=[O:53])[CH2:28][CH2:29]4)=[O:23])[C:19]4[C:14](=[CH:15][CH:16]=[CH:17][CH:18]=4)[C:13]3=[O:30])=[N:9]2)=[CH:4][CH:3]=1. Reported procedure: The procedure of Example 14 is followed but starting with 2-(7-chloro-1,8-naphthyridin-2-yl)-3-(piperazin-1-yl)carbonyloxy-isoindolin-1-one (4.23 g.), N,N'-dicyclohexylcarbodiimide (3.1 g.) in anhydrous methylene chloride (100 cc.) and cyclohexylcarboxylic acid (1.92 g.). After having filtered off the precipitate, the organic solution is washed with an 8% aqueous solution of sodium bicarbonate (20 cc.) and then dried over anhydrous potassium carbonate (10 g.). After the solution has been filtere... The reactants are Nc1nc2ccc(Br)nc2s1, O=C([O-])[O-], CC1(C)OB(c2cn[nH]c2)OC1(C)C, [Na+], [Na+], CN(C)C=O, O, c1ccc(P(c2ccccc2)(c2ccccc2)[Pd](P(c2ccccc2)(c2ccccc2)c2ccccc2)(P(c2ccccc2)(c2ccccc2)c2ccccc2)P(c2ccccc2)(c2ccccc2)c2ccccc2)cc1. Product: Nc1nc2ccc(-c3cn[nH]c3)nc2s1. RXN SMILES: [Br:1][c:2]1[cH:3][cH:4][c:5]2[c:6]([n:7]1)[s:8][c:9]([NH2:11])[n:10]2.[C:26](=[O:27])([O-:28])[O-:29].[CH3:12][C:13]1([CH3:14])[C:15]([CH3:16])([CH3:17])[O:18][B:19]([c:20]2[cH:21][n:22][nH:23][cH:24]2)[O:25]1.[Na+:30].[Na+:31].[O:32]=[CH:33][N:34]([CH3:35])[CH3:36].[OH2:114].[cH:37]1[cH:38][cH:39][c:40]([P:41]([Pd:42]([P:43]([c:44]2[cH:45][cH:46][cH:47][cH:48][cH:49]2)([c:50]2[cH:51][cH:52][cH:53][cH:54][cH:55]2)[c:56]2[cH:57][cH:58][cH:59][cH:60][cH:61]2)([P:62]([c:63]2[cH:64][cH:65][cH:66][cH:67][cH:68]2)([c:69]2[cH:70][cH:71][cH:72][cH:73][cH:74]2)[c:75]2[cH:76][cH:77][cH:78][cH:79][cH:80]2)[P:81]([c:82]2[cH:83][cH:84][cH:85][cH:86][cH:87]2)([c:88]2[cH:89][cH:90][cH:91][cH:92][cH:93]2)[c:94]2[cH:95][cH:96][cH:97][cH:98][cH:99]2)([c:100]2[cH:101][cH:102][cH:103][cH:104][cH:105]2)[c:106]2[cH:107][cH:108][cH:109][cH:110][cH:111]2)[cH:112][cH:113]1>>[c:2]1(-[c:20]2[cH:21][nH:22][n:23][cH:24]2)[cH:3][cH:4][c:5]2[c:6]([n:7]1)[s:8][c:9]([NH2:11])[n:10]2. Run in CN(C=O)C (N,N-dimethylformamide). Yield: 21.1%. Procedure: 1.0 g (3.5 mmol) of methyl 5,9,13-trimethyltetradec-4-enoate was slowly added dropwise to a solution of erythritol 0.86 g (7.1 mmol) and 0.59 g (4.3 mmol) of potassium carbonate in dry N,N-dimethylformamide (3.5 mL) at 80° C. After the reaction mixture was stirred at 100° C. for 18 hours, 1M hydrochloric acid was added. The resulting solution was extracted with ether, and the extract was washed with saturated sodium bicarbonate aqueous solution and saturated brine, successively, and dried over a... As a reaction SMILES: [CH3:1][C:2]([CH2:10][CH2:11][CH2:12][CH:13]([CH3:20])[CH2:14][CH2:15][CH2:16][CH:17]([CH3:19])[CH3:18])=[CH:3][CH2:4][CH2:5][C:6]([O:8][CH3:9])=[O:7].[CH2:21]([OH:28])[C@@H:22]([C@@H:24](CO)[OH:25])[OH:23].C(=O)([O-])[O-].[K+].[K+].Cl>CN(C)C=O>[CH3:1][C:2]([CH2:10][CH2:11][CH2:12][CH:13]([CH3:20])[CH2:14][CH2:15][CH2:16][CH:17]([CH3:19])[CH3:18])=[CH:3][CH2:4][CH2:5][C:6]([O:8][CH2:9][C@@H:21]([C@@H:22]([CH2:24][OH:25])[OH:23])[OH:28])=[O:7] |f:2.3.4|. The product is CC(=CCCC(=O)OC[C@H](O)[C@H](O)CO)CCCC(CCCC(C)C)C (mono-O-(5,9,13-trimethyltetradec-4-enoyl)erythritol). The reactants are Cl (hydrochloric acid), CC(=CCCC(=O)OC)CCCC(CCCC(C)C)C (methyl 5,9,13-trimethyltetradec-4-enoate), C([C@H](O)[C@H](O)CO)O (erythritol), C([O-])([O-])=O.[K+].[K+] (potassium carbonate). Reaction conditions: temperature 100 celsius, time 18 hour.